Task: describe an organic reaction: reactants, conditions, products, and yield. Dataset: the Open Reaction Database (ORD), a public repository of structured organic reaction records Reactants: C(C1=CC=CC=C1)N1CCC(CC1)NC1=C(C=C(C=C1)F)N (1-Benzyl-4-(2-amino-4-fluoro-phenylamino)-piperidine), C(C)(=O)OC(C)=O (acetic anhydride), C(C)(=O)OCC (ethyl acetate). Conditions: time 2 hour. The product is C(C1=CC=CC=C1)N1CCC(CC1)NC1=C(C=C(C=C1)F)NC(CC)=O (N-[2-(1-Benzyl-piperidin-4-ylamino)-5-fluorophenyl]-propionamide). RXN SMILES: [CH2:1]([N:8]1[CH2:13][CH2:12][CH:11]([NH:14][C:15]2[CH:20]=[CH:19][C:18]([F:21])=[CH:17][C:16]=2[NH2:22])[CH2:10][CH2:9]1)[C:2]1[CH:7]=[CH:6][CH:5]=[CH:4][CH:3]=1.C([O:26][C:27](=O)[CH3:28])(=O)C.[C:30](OCC)(=O)C>>[CH2:1]([N:8]1[CH2:13][CH2:12][CH:11]([NH:14][C:15]2[CH:20]=[CH:19][C:18]([F:21])=[CH:17][C:16]=2[NH:22][C:27](=[O:26])[CH2:28][CH3:30])[CH2:10][CH2:9]1)[C:2]1[CH:7]=[CH:6][CH:5]=[CH:4][CH:3]=1. Procedure: To a stirred solution of 1-Benzyl-4-(2-amino-4-fluoro-phenylamino)-piperidine (6 g) in ethyl acetate (50 ml) at room temperature was added acetic anhydride (3.3 ml). After 2 h, the reaction was concentrated in vacuo, and the crude oil partitioned between 2:1 DCM and water (150 ml) which was made alkaline with NaOH(aq). The organic layer was separated, washed with water and dried followed by in vacuo concentration to yield 7 g of the title compound as a yellow oil. The compound was used without f... Starting materials: ClCC1=NC2=CC=C(C=C2C(N1C1=C(C=CC=C1)C(=O)OCC)=O)Cl (2-chloromethyl-3-(2-ethoxycarbonylphenyl)-6-chloro-4H-quinazolin-4-one), liquid, N (ammonia). The solvent is C(C)OCCO (ethylene glycol monoethyl ether). Yields the product ClC1=CC=2C(N3C(CNC(C4=C3C=CC=C4)=O)=NC2C=C1)=O (11-chloro-6,7-dihydro-5H,13H-quinazolino[3,2-a][1,4]benzodiazepine-5,13-dione). The yield is 83.0%. As a reaction SMILES: Cl[CH2:2][C:3]1[N:12](C2C=CC=CC=2C(OCC)=O)[C:11](=[O:24])[C:10]2[C:5](=[CH:6][CH:7]=[C:8]([Cl:25])[CH:9]=2)[N:4]=1.[NH3:26]>C(OCCO)C>[Cl:25][C:8]1[CH:7]=[CH:6][C:5]2[N:4]=[C:3]3[CH2:2][NH:26][C:11](=[O:24])[C:10]4[CH:5]=[CH:6][CH:7]=[CH:8][C:9]=4[N:12]3[C:11](=[O:24])[C:10]=2[CH:9]=1. Reported procedure: 18.9 g (0.05 mol) of 2-chloromethyl-3-(2-ethoxycarbonylphenyl)-6-chloro-4H-quinazolin-4-one and 50 ml of liquid ammonia in 150 ml of ethylene glycol monoethyl ether are heated to 60° C. for 3 hours in an autoclave. After cooling the mixture, the colourless crystals are filtered off and washed several times with methanol. 13 g (83% of theory) of 11-chloro-6,7-dihydro-5H,13H-quinazolino[3,2-a][1,4]benzodiazepine-5,13-dione are obtained. Starting materials: ClC1=CC=C(C=C1)CC(C)O (1-(4-chlorophenyl)-2-propanol), [N+](=O)([O-])C1=CC=C(C=O)C=C1 (4-nitrobenzaldehyde), Cl (hydrochloric acid). Reagents/catalysts: [Cl-].[Zn+2].[Cl-] (zinc chloride). Run in O (water), C1=CC=CC=C1 (benzene). Product: ClC1=CC=C2CC(OC(C2=C1)C1=CC=C(C=C1)[N+](=O)[O-])C (7-Chloro-3-methyl-1-(4-nitrophenyl)-isochromane). Reaction SMILES: [Cl:1][C:2]1[CH:7]=[CH:6][C:5]([CH2:8][CH:9]([OH:11])[CH3:10])=[CH:4][CH:3]=1.[N+:12]([C:15]1[CH:22]=[CH:21][C:18]([CH:19]=O)=[CH:17][CH:16]=1)([O-:14])=[O:13].Cl>C1C=CC=CC=1.O.[Cl-].[Zn+2].[Cl-]>[Cl:1][C:2]1[CH:3]=[C:4]2[C:5]([CH2:8][CH:9]([CH3:10])[O:11][CH:19]2[C:18]2[CH:21]=[CH:22][C:15]([N+:12]([O-:14])=[O:13])=[CH:16][CH:17]=2)=[CH:6][CH:7]=1 |f:5.6.7|. Reported procedure: 11.94 g (70 mM) of 1-(4-chlorophenyl)-2-propanol [J. Med. Chem. 21, 454 (1978)] and 10.57 g (70 mM) of 4-nitrobenzaldehyde were dissolved in 70 ml of anhydrous benzene, then 9.56 g (70 mM) of freshly prepared anhydrous zinc chloride were added and dry hydrochloric acid gas was led into the mixture for 3 hours. Then the mixture was refluxed for 1.5 hours, cooled, diluted with water and the layers were separated. The organic layer was first washed with water then with a solution of sodium hydrogen... Starting materials: ClCCl, CSCc1ccccc1S(=O)(=O)Cl, N. Product: CSCc1ccccc1S(N)(=O)=O. As a reaction SMILES: [CH2:15]([Cl:16])[Cl:17].[CH3:1][S:2][CH2:3][c:4]1[c:5]([S:10](=[O:11])(=[O:12])[Cl:13])[cH:6][cH:7][cH:8][cH:9]1.[NH3:14]>>[CH3:1][S:2][CH2:3][c:4]1[c:5]([S:10](=[O:11])(=[O:12])[NH2:14])[cH:6][cH:7][cH:8][cH:9]1.